This data is from the Open Reaction Database (ORD), a public repository of structured organic reaction records. The task is: describe an organic reaction: reactants, conditions, products, and yield Starting materials: O=C([O-])O, CCO, NCc1ccccc1-c1cccc(Cl)c1, NC(=O)CI, [Na+]. Yields the product NC(=O)CNCc1ccccc1-c1cccc(Cl)c1. RXN SMILES: [C:16](=[O:17])([OH:18])[O-:19].[CH3:26][CH2:27][OH:28].[Cl:1][c:2]1[cH:3][c:4](-[c:8]2[c:9]([CH2:14][NH2:15])[cH:10][cH:11][cH:12][cH:13]2)[cH:5][cH:6][cH:7]1.[I:21][CH2:22][C:23](=[O:24])[NH2:25].[Na+:20]>>[Cl:1][c:2]1[cH:3][c:4](-[c:8]2[c:9]([CH2:14][NH:15][CH2:22][C:23](=[O:24])[NH2:25])[cH:10][cH:11][cH:12][cH:13]2)[cH:5][cH:6][cH:7]1.